This data is from the Open Reaction Database (ORD), a public repository of structured organic reaction records. The task is: describe an organic reaction: reactants, conditions, products, and yield The reactants are [Mg] (Magnesium), C(C1=CC=CC=C1)(=O)Cl (benzoyl chloride), C(CCC)[Mg] (n-butylmagnesium), [Cl-].[NH4+] (ammonium chloride), Grignard reagent, N1C=CC2=CC=CC=C12 (indole), acid chloride. Solvent: C1(=CC=CC=C1)C (toluene), C(C)N(CC)CC (triethylamine), C1(=CC=CC=C1)C (toluene), C1(=CC=CC=C1)C (toluene), C1(=CC=CC=C1)C (toluene), C1(=CC=CC=C1)C (toluene). Run at temperature 37.5 celsius, time 1 hour. Yields the product C(C1=CC=CC=C1)(=O)C1=CNC2=CC=CC=C12 (3-benzoylindole). Yield: 72.5%. RXN SMILES: [Mg].C([Mg])CCC.[NH:7]1[C:15]2[C:10](=[CH:11][CH:12]=[CH:13][CH:14]=2)[CH:9]=[CH:8]1.[C:16](Cl)(=[O:23])[C:17]1[CH:22]=[CH:21][CH:20]=[CH:19][CH:18]=1.[Cl-].[NH4+]>C1(C)C=CC=CC=1.C(N(CC)CC)C>[C:16]([C:9]1[C:10]2[C:15](=[CH:14][CH:13]=[CH:12][CH:11]=2)[NH:7][CH:8]=1)(=[O:23])[C:17]1[CH:22]=[CH:21][CH:20]=[CH:19][CH:18]=1 |f:4.5|. Procedure details: Magnesium (2.08 g), toluene (40 ml), triethylamine (10.4 g) were put into a 3″ diameter flask, and the internal temperature was raised to 30 to 45° C. A solution of 1-iodebutane (18.9 g) in toluene was added under stirring at an internal temperature of 30 to 45°C. After stirring for two hours at the same temperature, the temperature was lowered to 0 to 5° C., thereby preparing a solution of iode n-butylmagnesium in toluene. To this prepared Grignard reagent, indole (10.0 g) dissolved beforehand ... Starting materials: C1(=CC=CC=C1)S(=O)(=O)N1C(=CC=2C1=NC=C(C2)OC)C(=CC2CCCC2)C2=CC=C(C=C2)C(C)=O (1-{4-[1-(1-benzenesulfonyl-5-methoxy-1H-pyrrolo[2,3-b]pyridin-2-yl)-2-cyclopentyl-vinyl]-phenyl}-ethanone), C[Mg]Cl (methylmagnesium chloride). Run in O1CCCC1 (tetrahydrofuran), O1CCCC1 (tetrahydrofuran). Reaction conditions: time 2 hour. The product is C1(=CC=CC=C1)S(=O)(=O)N1C(=CC=2C1=NC=C(C2)OC)C(=CC2CCCC2)C2=CC=C(C=C2)C(C)(C)O (2-{4-[1-(1-benzenesulfonyl-5-methoxy-1H-pyrrolo[2,3-b]pyridin-2-yl)-2-cyclopentyl-vinyl]-phenyl}-propan-2-ol). The yield is 51.8%. RXN SMILES: [C:1]1([S:7]([N:10]2[C:14]3=[N:15][CH:16]=[C:17]([O:19][CH3:20])[CH:18]=[C:13]3[CH:12]=[C:11]2[C:21]([C:28]2[CH:33]=[CH:32][C:31]([C:34](=[O:36])[CH3:35])=[CH:30][CH:29]=2)=[CH:22][CH:23]2[CH2:27][CH2:26][CH2:25][CH2:24]2)(=[O:9])=[O:8])[CH:6]=[CH:5][CH:4]=[CH:3][CH:2]=1.[CH3:37][Mg]Cl>O1CCCC1>[C:1]1([S:7]([N:10]2[C:14]3=[N:15][CH:16]=[C:17]([O:19][CH3:20])[CH:18]=[C:13]3[CH:12]=[C:11]2[C:21]([C:28]2[CH:29]=[CH:30][C:31]([C:34]([OH:36])([CH3:37])[CH3:35])=[CH:32][CH:33]=2)=[CH:22][CH:23]2[CH2:24][CH2:25][CH2:26][CH2:27]2)(=[O:9])=[O:8])[CH:2]=[CH:3][CH:4]=[CH:5][CH:6]=1. Reported procedure: To a stirred solution of 1-{4-[1-(1-benzenesulfonyl-5-methoxy-1H-pyrrolo[2,3-b]pyridin-2-yl)-2-cyclopentyl-vinyl]-phenyl}-ethanone (300 mg, 0.6 mmol) in dry tetrahydrofuran (5 mL) was added a methylmagnesium chloride solution in tetrahydrofuran (3 M, 2 mL, 6 mmol) at 0° C. The resulting mixture was stirred at room temperature for 2 h, quenched with an ammonium chloride solution, extracted with ethyl acetate, washed with brine, dried over anhydrous sodium sulfate. The solvent was evaporated in va... The reactants are C=CCBr, CC(C)=O, [K+], [K+], O=C([O-])[O-], O=C1NCCc2cc(O)ccc21. Product: C=CCOc1ccc2c(c1)CCNC2=O. Reaction SMILES: [CH2:19]([CH:20]=[CH2:21])[Br:22].[CH3:23][C:24](=[O:25])[CH3:26].[K+:13].[K+:14].[O-:15][C:16]([O-:17])=[O:18].[OH:1][c:2]1[cH:3][c:4]2[c:9]([cH:10][cH:11]1)[C:8](=[O:12])[NH:7][CH2:6][CH2:5]2>>[O:1]([c:2]1[cH:3][c:4]2[c:9]([cH:10][cH:11]1)[C:8](=[O:12])[NH:7][CH2:6][CH2:5]2)[CH2:21][CH:20]=[CH2:19]. Reactants: BrCCCCCCCOC=1C(C=C(OC1)COC1OCCCC1)=O (5-(7-Bromo-heptyloxy)-2-(tetrahydro-pyran-2-yloxymethyl)-4H-pyran-4-one), FC(C1=CC=C2C(=CC=NC2=C1)S)(F)F (7-Trifluoromethyl-4quinoline-thiol), [H-].[Na+] (NaH), oil. The solvent is CN(C)C=O (DMF), O (H2O), CN(C)C=O (DMF). Run at time 2 hour. The product is FC(C1=CC=C2C(=CC=NC2=C1)SCCCCCCCOC=1C(C=C(OC1)COC1OCCCC1)=O)(F)F (5-(7-(7-(trifluoromethyl)quinolin-4-ylthio)heptyloxy)-2-((tetrahydro-2H-pyran-2-yloxy)methyl)-4H-pyran-4-one), 8883. The yield is 43.0%. As a reaction SMILES: [F:1][C:2]([F:15])([F:14])[C:3]1[CH:12]=[C:11]2[C:6]([C:7]([SH:13])=[CH:8][CH:9]=[N:10]2)=[CH:5][CH:4]=1.[H-].[Na+].Br[CH2:19][CH2:20][CH2:21][CH2:22][CH2:23][CH2:24][CH2:25][O:26][C:27]1[C:28](=[O:41])[CH:29]=[C:30]([CH2:33][O:34][CH:35]2[CH2:40][CH2:39][CH2:38][CH2:37][O:36]2)[O:31][CH:32]=1>CN(C=O)C.O>[F:15][C:2]([F:1])([F:14])[C:3]1[CH:12]=[C:11]2[C:6]([C:7]([S:13][CH2:19][CH2:20][CH2:21][CH2:22][CH2:23][CH2:24][CH2:25][O:26][C:27]3[C:28](=[O:41])[CH:29]=[C:30]([CH2:33][O:34][CH:35]4[CH2:40][CH2:39][CH2:38][CH2:37][O:36]4)[O:31][CH:32]=3)=[CH:8][CH:9]=[N:10]2)=[CH:5][CH:4]=1 |f:1.2|. Reported procedure: 7-Trifluoromethyl-4quinoline-thiol (320 mg, 1.4 mmol) was charged in a 50 mL round-bottomed flask equipped with a magnetic stirrer and under inert atmosphere. Anhydrous DMF (10 mL) and NaH 60% dispersion in oil (55 mg, 1.4 mmol) were successively added at 4° C. After 30 min a solution of 5-(7-bromo-heptyloxy)-2-(tetrahydro-pyran-2-yloxymethyl)-4H-pyran-4-one 4 (520 mg, 1.3 mmol) in DMF (6 mL) was added at room temperature. The reaction mixture was stirred for 2 h at room temperature. The reactio...